Dataset: the Open Reaction Database (ORD), a public repository of structured organic reaction records. Task: describe an organic reaction: reactants, conditions, products, and yield The reactants are [OH-].[Na+] (sodium hydroxide), COC1=CC=CC2=C1C(OC(N2)=O)=O (5-methoxy-2H-3,1-benzoxazine-2,4(1H)-dione), O (water). Solvent: CO (methanol). Reaction conditions: temperature 65 celsius, time 14.5 hour. Product: NC1=C(C(=O)OC)C(=CC=C1)OC (Methyl 2-amino-6-methoxybenzoate). Yield: 93.7%. As a reaction SMILES: [OH-].[Na+].[CH3:3][O:4][C:5]1[C:10]2[C:11](=[O:16])[O:12][C:13](=O)[NH:14][C:9]=2[CH:8]=[CH:7][CH:6]=1.O>CO>[NH2:14][C:9]1[CH:8]=[CH:7][CH:6]=[C:5]([O:4][CH3:3])[C:10]=1[C:11]([O:12][CH3:13])=[O:16] |f:0.1|. Reported procedure: To a stirred solution of sodium hydroxide (0.06 g, 1.5 mM) in methanol (7 mL) under a nitrogen atmosphere was added 5-methoxy-2H-3,1-benzoxazine-2,4(1H)-dione (2.90 g, 15.0 mM). The reaction mixture was stirred at 65° C. for 14.5 hr, cooled to room temperature and poured into water. The resulting solution was extracted with ethyl acetate and the combined extracts were dried (Na2 SO4), filtered and concentrated to provide the title compound (2.55 g, 94%) as a tan oil; MS(CI): 182 (M+H). The reagents and catalysts are S(O)(O)(=O)=O (sulfuric acid). Reaction SMILES: [CH3:1][O:2][C:3](=[O:17])[C@H:4]([CH2:9][C:10]1[CH:15]=[CH:14][C:13]([OH:16])=[CH:12][CH:11]=1)[NH:5][C:6](=[O:8])[CH3:7].C1C(=O)N([Br:25])C(=O)C1>C1COCC1.S(=O)(=O)(O)O>[CH3:1][O:2][C:3](=[O:17])[CH:4]([NH:5][C:6](=[O:8])[CH3:7])[CH2:9][C:10]1[CH:11]=[CH:12][C:13]([OH:16])=[C:14]([Br:25])[CH:15]=1. The product is COC(C(CC1=CC(=C(C=C1)O)Br)NC(C)=O)=O (2-Acetylamino-3-(3-bromo-4-hydroxy-phenyl)-propionic Acid Methyl Ester). Run at time 16 hour. Solvent: C1CCOC1 (THF). Reactants: COC([C@@H](NC(C)=O)CC1=CC=C(C=C1)O)=O (N-acetyl-L-tyrosine methyl ester), C1CC(=O)N(C1=O)Br (NBS). Procedure details: To N-acetyl-L-tyrosine methyl ester (6 g, 25.3 mmol) in THF (60 mL) at rt was added NBS (5.4 g, 30.3 mmol) followed by five drops of sulfuric acid. The mixture was stirred for 16 h at rt The solvent was removed under reduced pressure and then water was added. The aqueous layer was extracted twice with EtOAc, and the combined extracts were dried over magnesium sulfate and concentrated to a solid. The solid was recrystallized from ethyl acetate/hexane (6 g, 75%). MS (M+H]+ 316. Reactants: Cl.N(C(=N)N)C=1SC=C(N1)CCl (2-Guanidino-4-chloromethylthiazole hydrochloride), SCCNC1=NC=C(C(N1)=O)CC=1C=NC(=CC1)C (2-(2-mercaptoethylamino)-5-(6-methyl-3-pyridylmethyl)-4-pyrimidone), [O-]CC.[Na+] (sodium ethoxide). Solvent: C(C)O (ethanol). Product: N(C(=N)N)C=1SC=C(N1)CSCCNC1=NC=C(C(N1)=O)CC=1C=NC(=CC1)C (2-[2-(2-guanidino-4-thiazolylmethylthio)ethylamino]-5-(6-methyl-3-pyridylmethyl)-4-pyrimidone). As a reaction SMILES: Cl.[NH:2]([C:6]1[S:7][CH:8]=[C:9]([CH2:11]Cl)[N:10]=1)[C:3]([NH2:5])=[NH:4].[SH:13][CH2:14][CH2:15][NH:16][C:17]1[NH:22][C:21](=[O:23])[C:20]([CH2:24][C:25]2[CH:26]=[N:27][C:28]([CH3:31])=[CH:29][CH:30]=2)=[CH:19][N:18]=1.[O-]CC.[Na+]>C(O)C>[NH:2]([C:6]1[S:7][CH:8]=[C:9]([CH2:11][S:13][CH2:14][CH2:15][NH:16][C:17]2[NH:22][C:21](=[O:23])[C:20]([CH2:24][C:25]3[CH:26]=[N:27][C:28]([CH3:31])=[CH:29][CH:30]=3)=[CH:19][N:18]=2)[N:10]=1)[C:3]([NH2:5])=[NH:4] |f:0.1,3.4|. Procedure details: 2-Guanidino-4-chloromethylthiazole hydrochloride is reacted with 2-(2-mercaptoethylamino)-5-(6-methyl-3-pyridylmethyl)-4-pyrimidone and sodium ethoxide in ethanol to give 2-[2-(2-guanidino-4-thiazolylmethylthio)ethylamino]-5-(6-methyl-3-pyridylmethyl)-4-pyrimidone. Reactants: BrC1=CC(=CC=2N=C(OC21)C2=CC=C(C=C2)OC)OC (7-bromo-5-methoxy-2-(4-methoxyphenyl)-1,3-benzoxazole), C(CCC)[Sn](C=1SC=CN1)(CCCC)CCCC (2-(tributylstannyl)thiazole). Yields the product COC=1C=C(C2=C(N=C(O2)C2=CC=C(C=C2)OC)C1)C=1SC=CN1 (5-methoxy-2-(4-methoxyphenyl)-7-(1,3-thiazol-2-yl)-1,3-benzoxazole), solid. Yield: 93.0%. Reaction SMILES: Br[C:2]1[C:10]2[O:9][C:8]([C:11]3[CH:16]=[CH:15][C:14]([O:17][CH3:18])=[CH:13][CH:12]=3)=[N:7][C:6]=2[CH:5]=[C:4]([O:19][CH3:20])[CH:3]=1.C([Sn](CCCC)(CCCC)[C:26]1[S:27][CH:28]=[CH:29][N:30]=1)CCC>>[CH3:20][O:19][C:4]1[CH:3]=[C:2]([C:26]2[S:27][CH:28]=[CH:29][N:30]=2)[C:10]2[O:9][C:8]([C:11]3[CH:16]=[CH:15][C:14]([O:17][CH3:18])=[CH:13][CH:12]=3)=[N:7][C:6]=2[CH:5]=1. Procedure: The title compound was prepared according to the procedure of Example 53, Step a, from 7-bromo-5-methoxy-2-(4-methoxyphenyl)-1,3-benzoxazole and 2-(tributylstannyl)thiazole. The product was obtained as an off white solid (93% yield, m.p. 132-136° C.); MS m/e 339 (M+H)+. The reactants are CC(C)(C)[Si](C)(C)C#Cc1ccc(-c2ccc(Cl)cc2)cn1, CCCC[N+](CCCC)(CCCC)CCCC, ClCCl, [F-]. Yields the product C#Cc1ccc(-c2ccc(Cl)cc2)cn1. RXN SMILES: [C:19]([Si:20]([CH3:21])([CH3:22])[C:26]#[C:27][c:28]1[n:29][cH:30][c:31](-[c:34]2[cH:35][cH:36][c:37]([Cl:40])[cH:38][cH:39]2)[cH:32][cH:33]1)([CH3:23])([CH3:24])[CH3:25].[CH2:2]([N+:3]([CH2:4][CH2:5][CH2:6][CH3:7])([CH2:8][CH2:9][CH2:10][CH3:11])[CH2:12][CH2:13][CH2:14][CH3:15])[CH2:16][CH2:17][CH3:18].[Cl:41][CH2:42][Cl:43].[F-:1]>>[CH:26]#[C:27][c:28]1[n:29][cH:30][c:31](-[c:34]2[cH:35][cH:36][c:37]([Cl:40])[cH:38][cH:39]2)[cH:32][cH:33]1. The reactants are B, [Br-], [Br-], [Br-], ClCCl, O, CCOC(=O)C(CCCCCCCCCC1Cc2cc(OC)ccc2C2CCC3(C)C(O)CCC3C12)CCCC(F)(F)C(F)(F)F. The product is CCOC(=O)C(CCCCCCCCCC1Cc2cc(O)ccc2C2CCC3(C)C(O)CCC3C12)CCCC(F)(F)C(F)(F)F. Reaction SMILES: [BH3:50].[Br-:47].[Br-:48].[Br-:49].[Cl:52][CH2:53][Cl:54].[OH2:51].[OH:1][CH:2]1[C:3]2([CH3:4])[CH:5]([CH2:6][CH2:7]1)[CH:8]1[CH:9]([CH2:22][CH2:23][CH2:24][CH2:25][CH2:26][CH2:27][CH2:28][CH2:29][CH2:30][CH:31]([C:32](=[O:33])[O:34][CH2:35][CH3:36])[CH2:37][CH2:38][CH2:39][C:40]([C:41]([F:42])([F:43])[F:44])([F:45])[F:46])[CH2:10][c:11]3[cH:12][c:13]([O:20][CH3:21])[cH:14][cH:15][c:16]3[CH:17]1[CH2:18][CH2:19]2>>[OH:1][CH:2]1[C:3]2([CH3:4])[CH:5]([CH2:6][CH2:7]1)[CH:8]1[CH:9]([CH2:22][CH2:23][CH2:24][CH2:25][CH2:26][CH2:27][CH2:28][CH2:29][CH2:30][CH:31]([C:32](=[O:33])[O:34][CH2:35][CH3:36])[CH2:37][CH2:38][CH2:39][C:40]([C:41]([F:42])([F:43])[F:44])([F:45])[F:46])[CH2:10][c:11]3[cH:12][c:13]([OH:20])[cH:14][cH:15][c:16]3[CH:17]1[CH2:18][CH2:19]2. Reactants: Cl.COC1=CC=C(C=C1)NN (4-methoxyphenylhydrazine hydrochloride), 4-pentanedione. Solvent: C(C)(=O)O (acetic acid). Conditions: temperature 100 celsius, time 18 hour. The product is COC1=CC=C(C=C1)N1N=C(C=C1C)C (1-[(4-methoxy)phenyl]-3,5-dimethylpyrazole). Yield: 190.5%. As a reaction SMILES: Cl.[CH3:2][O:3][C:4]1[CH:9]=[CH:8][C:7]([NH:10][NH2:11])=[CH:6][CH:5]=1>C(O)(=O)C>[CH3:2][O:3][C:4]1[CH:9]=[CH:8][C:7]([N:10]2[C:9]([CH3:8])=[CH:4][C:5]([CH3:6])=[N:11]2)=[CH:6][CH:5]=1 |f:0.1|. Reported procedure: To a solution of 4-methoxyphenylhydrazine hydrochloride (118.7 g, 0.68 mol) in 300 mL of glacial acetic acid was added 2, 4-pentanedione (68.0 g, 0.68 mol). The resulting solution was stirred at 100° C. for 18 h and then was cooled and concentrated in vacuo. The residue was dissolved in ethyl acetate, filtered through a pad of silica gel and concentrated to afford 131 g (95%) of the title compound, which was used without purification. LRMS (NH4 -CI): 203.3 (M+H)+. The reactants are C(CCCCCCCCC)OC=1C=C(C(=O)OC)C=CC1 (methyl 3-decyloxybenzoate), [OH-].[Na+] (sodium hydroxide), Cl (HCl). Solvent: CO (methanol), O (water). Yields the product C(CCCCCCCCC)OC=1C=C(C(=O)O)C=CC1 (3-Decyloxybenzoic acid). Reaction SMILES: [CH2:1]([O:11][C:12]1[CH:13]=[C:14]([CH:19]=[CH:20][CH:21]=1)[C:15]([O:17]C)=[O:16])[CH2:2][CH2:3][CH2:4][CH2:5][CH2:6][CH2:7][CH2:8][CH2:9][CH3:10].[OH-].[Na+].Cl>CO.O>[CH2:1]([O:11][C:12]1[CH:13]=[C:14]([CH:19]=[CH:20][CH:21]=1)[C:15]([OH:17])=[O:16])[CH2:2][CH2:3][CH2:4][CH2:5][CH2:6][CH2:7][CH2:8][CH2:9][CH3:10] |f:1.2|. Procedure details: A solution of methyl 3-decyloxybenzoate (9.64 g, 0.033 mol) and sodium hydroxide (6.60 g, 0.165 mol) in methanol (150 ml) and water (15 ml) was heated under reflux for 2 h. The reaction mixture was then allowed to cool, followed by addition of dilute HCl (100 ml). The crude product was filtered off, washed with water and then dried in vacuo. The material was recrystallised to yield colourless crystals. Starting materials: CCCCCCCC(=O)N(C)Cc1ccc(OCc2ccccc2)c(-c2ccc(CC3SC(=O)NC3=O)cc2)c1, CCCC[N+](CCCC)(CCCC)CCCC, CCOC(C)=O, CC#N, Cl, [F-], C[Si](C)(C)I. The product is CCCCCCCC(=O)N(C)Cc1ccc(O)c(-c2ccc(CC3SC(=O)NC3=O)cc2)c1. As a reaction SMILES: [CH2:1]([c:2]1[cH:3][cH:4][cH:5][cH:6][cH:7]1)[O:8][c:9]1[cH:10][cH:11][c:12]([CH2:29][N:30]([C:31]([CH2:32][CH2:33][CH2:34][CH2:35][CH2:36][CH2:37][CH3:38])=[O:39])[CH3:40])[cH:13][c:14]1-[c:15]1[cH:16][cH:17][c:18]([CH2:21][CH:22]2[C:23](=[O:28])[NH:24][C:25](=[O:27])[S:26]2)[cH:19][cH:20]1.[CH3:48][CH2:49][CH2:50][CH2:51][N+:52]([CH2:53][CH2:54][CH2:55][CH3:56])([CH2:57][CH2:58][CH2:59][CH3:60])[CH2:61][CH2:62][CH2:63][CH3:64].[CH3:65][CH2:66][O:67][C:68](=[O:69])[CH3:70].[CH3:71][C:72]#[N:73].[ClH:46].[F-:47].[I:41][Si:42]([CH3:43])([CH3:44])[CH3:45]>>[OH:8][c:9]1[cH:10][cH:11][c:12]([CH2:29][N:30]([C:31]([CH2:32][CH2:33][CH2:34][CH2:35][CH2:36][CH2:37][CH3:38])=[O:39])[CH3:40])[cH:13][c:14]1-[c:15]1[cH:16][cH:17][c:18]([CH2:21][CH:22]2[C:23](=[O:28])[NH:24][C:25](=[O:27])[S:26]2)[cH:19][cH:20]1. The reactants are BrC1=CC=C(C=C1)OC1CC1 (1-bromo-4-(cyclopropoxy)benzene), C(CCC)[Li] (n-butyllithium), CCCCCC (hexane), CN(C=O)C (N,N-dimethylformamide), [Cl-].[NH4+] (ammonium chloride). Solvent: O1CCCC1 (tetrahydrofuran). Conditions: time 2.5 hour. Yields the product C1(CC1)OC1=CC=C(C=O)C=C1 (4-(cyclopropoxy)benzaldehyde). RXN SMILES: Br[C:2]1[CH:7]=[CH:6][C:5]([O:8][CH:9]2[CH2:11][CH2:10]2)=[CH:4][CH:3]=1.C([Li])CCC.CCCCCC.CN(C)[CH:25]=[O:26].[Cl-].[NH4+]>O1CCCC1>[CH:9]1([O:8][C:5]2[CH:6]=[CH:7][C:2]([CH:25]=[O:26])=[CH:3][CH:4]=2)[CH2:11][CH2:10]1 |f:4.5|. Reported procedure: To a solution of 1-bromo-4-(cyclopropoxy)benzene (492 mg, 2.31 mmol) in tetrahydrofuran (10 ml) was added dropwise a solution of 2.66 mol/L n-butyllithium in hexane (0.955 ml, 2.54 mmol) at −78° C. under argon atmosphere, and the mixture was stirred for 2.5 hours. Then, thereto was added dropwise N,N-dimethylformamide (0.358 ml, 4.62 mmol) at the same temperature, and the mixture was stirred for 3.5 hours with slowly warming to room temperature. To the reaction solution was added saturated aqueo...